Dataset: the Open Reaction Database (ORD), a public repository of structured organic reaction records. Task: describe an organic reaction: reactants, conditions, products, and yield Reactants: CC(C)(C)OC(=O)N1CCCCC1CN, Clc1ccc2ncccc2n1. Product: CC(C)(C)OC(=O)N1CCCCC1CNc1ccc2ncccc2n1. Reaction SMILES: [C:1]([CH3:2])([CH3:3])([CH3:4])[O:5][C:6](=[O:7])[N:8]1[CH:9]([CH2:14][NH2:15])[CH2:10][CH2:11][CH2:12][CH2:13]1.[Cl:16][c:17]1[n:18][c:19]2[cH:20][cH:21][cH:22][n:23][c:24]2[cH:25][cH:26]1>>[C:1]([CH3:2])([CH3:3])([CH3:4])[O:5][C:6](=[O:7])[N:8]1[CH:9]([CH2:14][NH:15][c:17]2[n:18][c:19]3[cH:20][cH:21][cH:22][n:23][c:24]3[cH:25][cH:26]2)[CH2:10][CH2:11][CH2:12][CH2:13]1. Reactants: CO, CC1(C)CC(=O)c2cc([N+](=O)[O-])ccc21. Yields the product CC1(C)CC(=O)c2cc(N)ccc21. As a reaction SMILES: [CH3:16][OH:17].[CH3:1][C:2]1([CH3:15])[CH2:3][C:4](=[O:14])[c:5]2[cH:6][c:7]([N+:11]([O-:12])=[O:13])[cH:8][cH:9][c:10]21>>[CH3:1][C:2]1([CH3:15])[CH2:3][C:4](=[O:14])[c:5]2[cH:6][c:7]([NH2:11])[cH:8][cH:9][c:10]21. Starting materials: CO, [Na+], [OH-], O=C(O)CC(O)(CC(=O)O)C(=O)O, COC(=O)c1cncc(-c2ccoc2)c1. Yields the product O=C(O)c1cncc(-c2ccoc2)c1. Reaction SMILES: [CH3:31][OH:32].[Na+:2].[OH-:1].[OH:18][C:19]([CH2:20][C:21]([C:22](=[O:23])[OH:24])([CH2:25][C:26](=[O:27])[OH:28])[OH:29])=[O:30].[o:3]1[cH:4][c:5](-[c:8]2[cH:9][c:10]([C:14](=[O:15])[O:16][CH3:17])[cH:11][n:12][cH:13]2)[cH:6][cH:7]1>>[o:3]1[cH:4][c:5](-[c:8]2[cH:9][c:10]([C:14](=[O:15])[OH:16])[cH:11][n:12][cH:13]2)[cH:6][cH:7]1.